describe an organic reaction: reactants, conditions, products, and yield From a dataset of the Open Reaction Database (ORD), a public repository of structured organic reaction records. Starting materials: C1(=CC=CC=C1)NCCCN (N-Phenyl-propane-1,3-diamine), C(=S)(N1C=NC=C1)N1C=NC=C1 (1,1′-thiocarbonyldiimidazole). Solvent: ClCCl (dichloromethane). Yields the product C1(=CC=CC=C1)N1C(NCCC1)=S (1-Phenyl-3,4,5,6-tetrahydro-pyrimidine-2(1H)-thione). The yield is 78.0%. Reaction SMILES: [C:1]1([NH:7][CH2:8][CH2:9][CH2:10][NH2:11])[CH:6]=[CH:5][CH:4]=[CH:3][CH:2]=1.[C:12](N1C=CN=C1)(N1C=CN=C1)=[S:13]>ClCCl>[C:1]1([N:7]2[CH2:8][CH2:9][CH2:10][NH:11][C:12]2=[S:13])[CH:6]=[CH:5][CH:4]=[CH:3][CH:2]=1. Procedure details: Prepared in the manner of Example 1, Step B from N-phenyl-propane-1,3-diamine of Step A and 1,1′-thiocarbonyldiimidazole, except that the cyclization was effected in dichloromethane. Workup consisted of washing with water, drying over magnesium sulfate, filtration and removal of solvent in vacuo. Purfication by flash chromatography on silica gel Merck-60 eluting with 1% methanol in dichloromethane followed by trituration with ethyl ether to provide the title compound as a white solid (2.74 g, 78... The reactants are COC(C=CC(C(=O)OC)=C(C)NCC1CCCC1)=O (4-[1-(cyclopentylmethyl-amino)-ethylidene]-pent-2-enedioic acid dimethyl ester), C[O-].[Na+] (NaOMe), BrN1C(CCC1=O)=O (N-bromosuccinimide). Run in CO (MeOH). The product is COC(=O)C1=C(N(C(C(=C1)Br)=O)CC1CCCC1)C (5-Bromo-1-cyclopentylmethyl-2-methyl-6-oxo-1,6-dihydro-pyridine-3-carboxylic acid methyl ester). Isolated yield 53.1%. As a reaction SMILES: C[O:2][C:3](=O)[CH:4]=[CH:5][C:6](=[C:11]([NH:13][CH2:14][CH:15]1[CH2:19][CH2:18][CH2:17][CH2:16]1)[CH3:12])[C:7]([O:9][CH3:10])=[O:8].C[O-].[Na+].[Br:24]N1C(=O)CCC1=O>CO>[CH3:10][O:9][C:7]([C:6]1[CH:5]=[C:4]([Br:24])[C:3](=[O:2])[N:13]([CH2:14][CH:15]2[CH2:19][CH2:18][CH2:17][CH2:16]2)[C:11]=1[CH3:12])=[O:8] |f:1.2|. Reported procedure: MeOH (240 mL) was added to a flask containing 4-[1-(cyclopentylmethyl-amino)-ethylidene]-pent-2-enedioic acid dimethyl ester (7.2 g, 25.6 mmol). NaOMe solution (5.9 mL, 25.6 mmol, 4.375 M in MeOH) and N-bromosuccinimide (5.5 g, 30.7 mmol) were added, and the resulting mixture was refluxed for 1 h. After cooling to r.t., the solvent was evaporated in vacuo. Saturated NH4Cl was added, and the resulting mixture was extracted with CH2Cl2. The organic layer was dried over MgSO4 and concentrated. The ... The reactants are C(C1=CC=CC=C1)OC=1C=CC(=NC1CS(=O)(=O)C)C=O (5-benzyloxy-6-methanesulfonylmethyl-2-pyridinecarboxaldehyde), OC=1C=CC(=NC1CS(=O)(=O)C)C(O)CNC(CC1=CC=C(C=C1)O)C (5-hydroxy-α-[2-(4-hydroxyphenyl)-1-methylethylaminomethyl]-6-methanesulfonylmethyl-2-pyridinemethanol), C1OC=2C=C(C=CC2O1)C(C)(C)[N+]#[C-] (3,4-methylenedioxyphenylisopropyl isocyanide), amide. Product: OC=1C=CC(=NC1CS(=O)(=O)C)C(O)CNC(CC1=CC2=C(C=C1)OCO2)C (5-hydroxy-6-methanesulfonylmethyl-α-[2-(3,4-methylenedioxyphenyl)-1-methylethylaminomethyl]-2-pyridinemethanol). Reaction SMILES: [CH2:1]([O:8]C1C=CC(C=O)=NC=1CS(C)(=O)=O)C1C=CC=CC=1.C1OC2C=CC(C([N+]#[C-])(C)C)=CC=2O1.[OH:36][C:37]1[CH:38]=[CH:39][C:40]([CH:48]([CH2:50][NH:51][CH:52]([CH3:61])[CH2:53][C:54]2[CH:59]=[CH:58][C:57]([OH:60])=[CH:56][CH:55]=2)[OH:49])=[N:41][C:42]=1[CH2:43][S:44]([CH3:47])(=[O:46])=[O:45]>>[OH:36][C:37]1[CH:38]=[CH:39][C:40]([CH:48]([CH2:50][NH:51][CH:52]([CH3:61])[CH2:53][C:54]2[CH:55]=[CH:56][C:57]3[O:60][CH2:1][O:8][C:58]=3[CH:59]=2)[OH:49])=[N:41][C:42]=1[CH2:43][S:44]([CH3:47])(=[O:46])=[O:45]. Reported procedure: Reacting 5-benzyloxy-6-methanesulfonylmethyl-2-pyridinecarboxaldehyde with 3,4-methylenedioxyphenylisopropyl isocyanide followed by reduction of the intermediate amide and hydrogenation of the amine gives 5-hydroxy-6-methanesulfonylmethyl-α-[2-(3,4-methylenedioxyphenyl)-1-methylethylaminomethyl]-2-pyridinemethanol. Starting materials: O.O.O.O.O.O.O.S(=O)([O-])[O-].[Na+].[Na+] (Sodium sulfite heptahydrate), BrCC1COCC1 (3-(bromomethyl)tetrahydrofuran). Run in O1CCOCC1 (1,4-dioxane), O (water). Reaction conditions: time 18 hour. The product is O1CC(CC1)CS(=O)(=O)[O-].[Na+] (sodium tetrahydrofuran-3-ylmethanesulfonate). Yield: 57.0%. Reaction SMILES: O.O.O.O.O.O.O.[S:8]([O-:11])([O-:10])=[O:9].[Na+:12].[Na+].Br[CH2:15][CH:16]1[CH2:20][CH2:19][O:18][CH2:17]1>O1CCOCC1.O>[O:18]1[CH2:19][CH2:20][CH:16]([CH2:15][S:8]([O-:11])(=[O:10])=[O:9])[CH2:17]1.[Na+:12] |f:0.1.2.3.4.5.6.7.8.9,13.14|. Procedure: Sodium sulfite heptahydrate (6.10 g) was added to a solution of 3-(bromomethyl)tetrahydrofuran (2.0 g) [see Preparation 9] in 1,4-dioxane (9 ml) and water (9 ml). The reaction mixture was then heated under reflux and stirred for 18 hours, cooled and the solvent removed under reduced pressure. The resulting solid was dissolved in water and concentrated to a low volume. The solid formed was then collected to afford sodium tetrahydrofuran-3-ylmethanesulfonate (1.30 g) as a white solid. The reactants are CCCC(CC(=O)c1ccc(Br)cc1)C(=O)OCC, Cc1ccccc1, Cl[Pd]Cl, O=[N+]([O-])c1ccc(B(O)O)cc1, [Na+], [Na+], O=C([O-])[O-], C1COCCO1. The product is CCCC(CC(=O)c1ccc(-c2ccc([N+](=O)[O-])cc2)cc1)C(=O)OCC. As a reaction SMILES: [Br:1][c:2]1[cH:3][cH:4][c:5]([C:8]([CH2:9][CH:10]([C:11](=[O:12])[O:13][CH2:14][CH3:15])[CH2:16][CH2:17][CH3:18])=[O:19])[cH:6][cH:7]1.[CH3:38][c:39]1[cH:40][cH:41][cH:42][cH:43][cH:44]1.[Cl:51][Pd:52][Cl:53].[N+:20](=[O:21])([O-:22])[c:23]1[cH:24][cH:25][c:26]([B:29]([OH:30])[OH:31])[cH:27][cH:28]1.[Na+:32].[Na+:33].[O-:34][C:35](=[O:36])[O-:37].[O:45]1[CH2:46][CH2:47][O:48][CH2:49][CH2:50]1>>[c:2]1(-[c:26]2[cH:25][cH:24][c:23]([N+:20](=[O:21])[O-:22])[cH:28][cH:27]2)[cH:3][cH:4][c:5]([C:8]([CH2:9][CH:10]([C:11](=[O:12])[O:13][CH2:14][CH3:15])[CH2:16][CH2:17][CH3:18])=[O:19])[cH:6][cH:7]1. Reaction conditions: temperature -50 celsius, time 1 hour. Procedure: To a toluene (30 ml)/methanol (3 ml) solution of the 2-(((4-(5,9-dioxaspiro[3.5]non-7-yloxy)-3-methylpyridin-2-yl)methyl)thio)-1H-benzimidazole (290 mg, 0.73 mmol) obtained in the step (9h), a toluene/methanol (10:1) solution of 3-chloroperbenzoic acid (174 mg, 0.65 mmol as the content was regarded as 65%) was added at −70° C. in a nitrogen atmosphere. After the mixture was stirred at −50° C. for one hour, a saturated aqueous solution of sodium hydrogen carbonate was added. After the mixture was... Reaction SMILES: C1(C)C=CC=CC=1.[CH2:8]1[C:11]2([O:16][CH2:15][CH:14]([O:17][C:18]3[CH:23]=[CH:22][N:21]=[C:20]([CH2:24][S:25][C:26]4[NH:30][C:29]5[CH:31]=[CH:32][CH:33]=[CH:34][C:28]=5[N:27]=4)[C:19]=3[CH3:35])[CH2:13][O:12]2)[CH2:10][CH2:9]1.ClC1C=CC=C(C(OO)=[O:44])C=1.C(=O)([O-])O.[Na+]>C1(C)C=CC=CC=1.CO.CO>[CH2:10]1[C:11]2([O:16][CH2:15][CH:14]([O:17][C:18]3[CH:23]=[CH:22][N:21]=[C:20]([CH2:24][S:25]([C:26]4[NH:27][C:28]5[CH:34]=[CH:33][CH:32]=[CH:31][C:29]=5[N:30]=4)=[O:44])[C:19]=3[CH3:35])[CH2:13][O:12]2)[CH2:8][CH2:9]1 |f:3.4,5.6|. Product: C1CCC12OCC(CO2)OC2=C(C(=NC=C2)CS(=O)C2=NC1=C(N2)C=CC=C1)C (2-(((4-(5,9-dioxaspiro[3.5]non-7-yloxy)-3-methylpyridin-2-yl)methyl)sulfinyl)-1H-benzimidazole). The yield is 76.2%. Run in C1(=CC=CC=C1)C.CO (toluene methanol), CO (methanol). The reactants are C(O)([O-])=O.[Na+] (sodium hydrogen carbonate), C1(=CC=CC=C1)C (toluene), C1CCC12OCC(CO2)OC2=C(C(=NC=C2)CSC2=NC1=C(N2)C=CC=C1)C (2-(((4-(5,9-dioxaspiro[3.5]non-7-yloxy)-3-methylpyridin-2-yl)methyl)thio)-1H-benzimidazole), ClC1=CC(=CC=C1)C(=O)OO (3-chloroperbenzoic acid). Starting materials: BrC1=NC=2N(C=3N(C(C2N1CC1=CC=C(C=C1)OC)=O)C(=NN3)C)CCCCC (7-bromo-6-(4-methoxybenzyl)-3-methyl-9-pentyl-6,9-dihydro-5H-[1,2,4]triazolo[4,3-a]purin-5-one), CN1N=CC(=C1)B1OC(C(O1)(C)C)(C)C (1-methyl-4-(4,4,5,5-tetramethyl-1,3,2-dioxaborolan-2-yl)-1H-pyrazole), C([O-])([O-])=O.[Na+].[Na+] (sodium carbonate), C1(=CC=CC=C1)C (toluene). Reagents/catalysts: C=1C=CC(=CC1)[P](C=2C=CC=CC2)(C=3C=CC=CC3)[Pd]([P](C=4C=CC=CC4)(C=5C=CC=CC5)C=6C=CC=CC6)([P](C=7C=CC=CC7)(C=8C=CC=CC8)C=9C=CC=CC9)[P](C=1C=CC=CC1)(C=1C=CC=CC1)C=1C=CC=CC1 (tetrakis(triphenylphosphine)palladium(0)). Product: COC1=CC=C(CN2C(=NC=3N(C=4N(C(C23)=O)C(=NN4)C)CCCCC)C=4C=NN(C4)C)C=C1 (6-(4-methoxybenzyl)-3-methyl-7-(1-methyl-1H-pyrazol-4-yl)-9-pentyl-6,9-dihydro-5H-[1,2,4]triazolo[4,3-a]purin-5-one). The yield is 36.2%. RXN SMILES: Br[C:2]1[N:10]([CH2:11][C:12]2[CH:17]=[CH:16][C:15]([O:18][CH3:19])=[CH:14][CH:13]=2)[C:9]2[C:8](=[O:20])[N:7]3[C:21]([CH3:24])=[N:22][N:23]=[C:6]3[N:5]([CH2:25][CH2:26][CH2:27][CH2:28][CH3:29])[C:4]=2[N:3]=1.[CH3:30][N:31]1[CH:35]=[C:34](B2OC(C)(C)C(C)(C)O2)[CH:33]=[N:32]1.C(=O)([O-])[O-].[Na+].[Na+].C1(C)C=CC=CC=1>C1C=CC([P]([Pd]([P](C2C=CC=CC=2)(C2C=CC=CC=2)C2C=CC=CC=2)([P](C2C=CC=CC=2)(C2C=CC=CC=2)C2C=CC=CC=2)[P](C2C=CC=CC=2)(C2C=CC=CC=2)C2C=CC=CC=2)(C2C=CC=CC=2)C2C=CC=CC=2)=CC=1>[CH3:19][O:18][C:15]1[CH:16]=[CH:17][C:12]([CH2:11][N:10]2[C:9]3[C:8](=[O:20])[N:7]4[C:21]([CH3:24])=[N:22][N:23]=[C:6]4[N:5]([CH2:25][CH2:26][CH2:27][CH2:28][CH3:29])[C:4]=3[N:3]=[C:2]2[C:34]2[CH:33]=[N:32][N:31]([CH3:30])[CH:35]=2)=[CH:13][CH:14]=1 |f:2.3.4,^1:61,63,82,101|. Procedure: To a solution of 7-bromo-6-(4-methoxybenzyl)-3-methyl-9-pentyl-6,9-dihydro-5H-[1,2,4]triazolo[4,3-a]purin-5-one (100 mg, 0.3 mmol), 1-methyl-4-(4,4,5,5-tetramethyl-1,3,2-dioxaborolan-2-yl)-1H-pyrazole (92 mg, 0.44 mmol) and sat. sodium carbonate (100 mg, 0.9 mmol) in toluene (20 mL, 0.2 mol) was added tetrakis(triphenylphosphine)palladium(0) (20 mg, 0.01 mmol) under N2 at room temperature. The mixture was heated to reflux overnight. The mixture was stripped down and purified by preparative LC-MS...